From a dataset of the Open Reaction Database (ORD), a public repository of structured organic reaction records. describe an organic reaction: reactants, conditions, products, and yield Starting materials: CC(C)(C)N(C([O-])=O)CC(=O)NN1C(=CC=C1)Cl (1,1-dimethylethyl-[2-(2-chloro-1H-pyrrol-1-ylamino)-2-oxoethyl]carbamate), Cl (HCl). Run in CCOC(=O)C (EtOAc), CCOCC (ether). Run at time 19 hour. The product is Cl.NCC(=O)NN1C(=CC=C1)Cl (2-Amino-N-(2-chloro-1H-pyrrol-1-yl)acetamide Hydrochloride). Isolated yield 62.8%. Reaction SMILES: CC([N:5]([CH2:9][C:10]([NH:12][N:13]1[CH:17]=[CH:16][CH:15]=[C:14]1[Cl:18])=[O:11])C(=O)[O-])(C)C.Cl>CCOC(C)=O.CCOCC>[ClH:18].[NH2:5][CH2:9][C:10]([NH:12][N:13]1[CH:17]=[CH:16][CH:15]=[C:14]1[Cl:18])=[O:11] |f:4.5|. Reported procedure: To a stirred solution of 1,1-dimethylethyl-[2-(2-chloro-1H-pyrrol-1-ylamino)-2-oxoethyl]carbamate (3.1 g) in EtOAc (20 ml) and ether (20 ml) was added ethereal HCl (excess) at room temperature. The reaction mixture was allowed to stir for 19 hours at which time the precipitated product was filtered and washed with EtOAc. Recrystallization from ethanol/ether afforded 0.75 g of the product as a solid, m.p. 220° C. (dec.).